This data is from the Open Reaction Database (ORD), a public repository of structured organic reaction records. The task is: describe an organic reaction: reactants, conditions, products, and yield Reactants: O=C([O-])[O-], CNc1cccc(OC)n1, CC(C)=O, S=C(Cl)Oc1ccc2ccccc2c1, [K+], [K+]. Product: COc1cccc(N(C)C(=S)Oc2ccc3ccccc3c2)n1. RXN SMILES: [C:11](=[O:12])([O-:13])[O-:14].[CH3:1][O:2][c:3]1[n:4][c:5]([NH:9][CH3:10])[cH:6][cH:7][cH:8]1.[CH3:31][C:32](=[O:33])[CH3:34].[Cl:17][C:18](=[S:19])[O:20][c:21]1[cH:22][c:23]2[cH:24][cH:25][cH:26][cH:27][c:28]2[cH:29][cH:30]1.[K+:15].[K+:16]>>[CH3:1][O:2][c:3]1[n:4][c:5]([N:9]([CH3:10])[C:18](=[S:19])[O:20][c:21]2[cH:22][c:23]3[cH:24][cH:25][cH:26][cH:27][c:28]3[cH:29][cH:30]2)[cH:6][cH:7][cH:8]1. Reactants: ClC1=C(C(=O)NC2=CC(=NN2C2=CC=CC=C2)C(=O)O)C=C(C=C1)C1=NC=CC=C1F (5-(2-chloro-5-(3-fluoropyridin-2-yl)benzamido)-1-phenyl-1H-pyrazole-3-carboxylic acid), C(C1=CC=CC=C1)N1C[C@@H](OCC1)CN ((S)-(4-benzylmorpholin-2-yl)methanamine), ClC(=O)OC(C)Cl (1-chloroethyl chloroformate). Solvent: C(Cl)Cl (DCM). Conditions: time 4 hour. Product: ClC1=C(C(=O)NC2=CC(=NN2C2=CC=CC=C2)C(=O)NC[C@H]2CNCCO2)C=C(C=C1)C1=NC=CC=C1F ((R)-5-(2-chloro-5-(3-fluoropyridin-2-yl)benzamido)-N-(morpholin-2-ylmethyl)-1-phenyl-1H-pyrazole-3-carboxamide). RXN SMILES: [Cl:1][C:2]1[CH:24]=[CH:23][C:22]([C:25]2[C:30]([F:31])=[CH:29][CH:28]=[CH:27][N:26]=2)=[CH:21][C:3]=1[C:4]([NH:6][C:7]1[N:11]([C:12]2[CH:17]=[CH:16][CH:15]=[CH:14][CH:13]=2)[N:10]=[C:9]([C:18](O)=[O:19])[CH:8]=1)=[O:5].C([N:39]1[CH2:44][CH2:43][O:42][C@@H:41]([CH2:45][NH2:46])[CH2:40]1)C1C=CC=CC=1.ClC(OC(Cl)C)=O>C(Cl)Cl>[Cl:1][C:2]1[CH:24]=[CH:23][C:22]([C:25]2[C:30]([F:31])=[CH:29][CH:28]=[CH:27][N:26]=2)=[CH:21][C:3]=1[C:4]([NH:6][C:7]1[N:11]([C:12]2[CH:17]=[CH:16][CH:15]=[CH:14][CH:13]=2)[N:10]=[C:9]([C:18]([NH:46][CH2:45][C@@H:41]2[O:42][CH2:43][CH2:44][NH:39][CH2:40]2)=[O:19])[CH:8]=1)=[O:5]. Reported procedure: The title compound was prepared according to the method described for Example 3 using 5-(2-chloro-5-(3-fluoropyridin-2-yl)benzamido)-1-phenyl-1H-pyrazole-3-carboxylic acid (Example 105) and (S)-(4-benzylmorpholin-2-yl)methanamine. The residue was dissolved in DCM and treated with 1-chloroethyl chloroformate (37.2 μL, 0.192 mmol) and stirred at room temperature for 4 hours. The reaction was concentrated in vacuo, methanol (4 mL) was added, and the resulting solution stirred for 2 hours at 65° C. ... Starting materials: FC(C(=O)C1=C(C=C(C=C1)B1OC(C(O1)(C)C)(C)C)F)F (2,2-difluoro-1-[2-fluoro-4-(4,4,5,5-tetramethyl-1,3,2-dioxaborolan-2-yl)phenyl]ethanone), BrC1=NC=C(C=C1)F (2-bromo-5-fluoropyridine), C(=O)([O-])[O-].[Na+].[Na+] (Na2CO3). The reagents and catalysts are C1=CC=C(C=C1)P([C-]2C=CC=C2)C3=CC=CC=C3.C1=CC=C(C=C1)P([C-]2C=CC=C2)C3=CC=CC=C3.Cl[Pd]Cl.[Fe+2] (Pd(dppf)Cl2). The solvent is CN(C)C=O (DMF), O (H2O). Run at temperature 90 celsius, time 8 hour. The product is FC(C(=O)C1=C(C=C(C=C1)C1=NC=C(C=C1)F)F)F (2,2-difluoro-1-[2-fluoro-4-(5-fluoropyridin-2-yl)phenyl]ethanone). RXN SMILES: [F:1][CH:2]([F:21])[C:3]([C:5]1[CH:10]=[CH:9][C:8](B2OC(C)(C)C(C)(C)O2)=[CH:7][C:6]=1[F:20])=[O:4].Br[C:23]1[CH:28]=[CH:27][C:26]([F:29])=[CH:25][N:24]=1.C([O-])([O-])=O.[Na+].[Na+]>CN(C=O)C.O.C1C=CC(P(C2C=CC=CC=2)[C-]2C=CC=C2)=CC=1.C1C=CC(P(C2C=CC=CC=2)[C-]2C=CC=C2)=CC=1.Cl[Pd]Cl.[Fe+2]>[F:21][CH:2]([F:1])[C:3]([C:5]1[CH:10]=[CH:9][C:8]([C:23]2[CH:28]=[CH:27][C:26]([F:29])=[CH:25][N:24]=2)=[CH:7][C:6]=1[F:20])=[O:4] |f:2.3.4,7.8.9.10|. Procedure: A mixture of 2,2-difluoro-1-[2-fluoro-4-(4,4,5,5-tetramethyl-1,3,2-dioxaborolan-2-yl)phenyl]ethanone (21 g, 70 mmol), 2-bromo-5-fluoropyridine (12.32 g, 70 mmol), Na2CO3 (14.84 g, 140 mmol) in DMF (300 mL) and H2O (80 mL) was degassed and filled with nitrogen. Then Pd(dppf)Cl2 (2.56 g, 3.5 mmol) was added and the mixture was again degassed and filled with nitrogen. After stirring overnight at 90° C., the reaction mixture was poured into ice (80 g) and extracted with Et2O (500 mL×3). The combined... The reactants are OC1=CC=C(C(=O)O)C=C1 (4-hydroxybenzoic acid), C(C)(=O)O (acetic acid). Reagents/catalysts: S(O)(O)(=O)=O (sulfuric acid). Run in O (water), O (water). Run at temperature 80 celsius. Yields the product C(C)(=O)OC1=CC=C(C(=O)O)C=C1 (4-acetoxybenzoic acid). RXN SMILES: [OH:1][C:2]1[CH:10]=[CH:9][C:5]([C:6]([OH:8])=[O:7])=[CH:4][CH:3]=1.[C:11](O)(=[O:13])[CH3:12]>S(=O)(=O)(O)O.O>[C:11]([O:1][C:2]1[CH:10]=[CH:9][C:5]([C:6]([OH:8])=[O:7])=[CH:4][CH:3]=1)(=[O:13])[CH3:12]. Procedure details: 6 Grams of 4-hydroxybenzoic acid and 8.2 g of anhydrous acetic acid were placed in a two-necked flask and mixed. While the mixture was cooled with water, 5 drops of sulfuric acid was added. After termination of heat generation, the mixture was heated at 80° C. for 30 minutes. Then, the reaction mixture was poured into cold water, and a precipitated crystal was filtered. The reactants are C([O-])([O-])=O.[Na+].[Na+] (sodium carbonate), COC=1C=C(C=CC2=NN=C(CC3=C2C=C2C(=C3)OCO2)C)C=CC1OC (1-(3,4-dimethoxystyryl)-4-methyl-7,8-methylenedioxy-5H-2,3-benzodiazepine), ClCCl (dichloromethane), [B-][N+](C)(C)C (borane trimethylamine complex). The solvent is O (water), O (water). Reaction conditions: temperature 25 celsius, time 0.5 hour. Product: COC=1C=C(C=CC2=NNC(CC3=C2C=C2C(=C3)OCO2)C)C=CC1OC (1-(3,4-Dimethoxystyryl)-4-methyl-7,8-methylenedioxy-3,4-dihydro-5H-2,3-benzodiazepine). Yield: 85.8%. Reaction SMILES: [CH3:1][O:2][C:3]1[CH:4]=[C:5]([CH:23]=[CH:24][C:25]=1[O:26][CH3:27])[CH:6]=[CH:7][C:8]1[C:14]2[CH:15]=[C:16]3[O:21][CH2:20][O:19][C:17]3=[CH:18][C:13]=2[CH2:12][C:11]([CH3:22])=[N:10][N:9]=1.ClCCl.[B-][N+](C)(C)C.C(=O)([O-])[O-].[Na+].[Na+]>O>[CH3:1][O:2][C:3]1[CH:4]=[C:5]([CH:23]=[CH:24][C:25]=1[O:26][CH3:27])[CH:6]=[CH:7][C:8]1[C:14]2[CH:15]=[C:16]3[O:21][CH2:20][O:19][C:17]3=[CH:18][C:13]=2[CH2:12][CH:11]([CH3:22])[NH:10][N:9]=1 |f:3.4.5|. Procedure: To a solution of 2.04 g (5.6 mmoles) 1-(3,4-dimethoxystyryl)-4-methyl-7,8-methylenedioxy-5H-2,3-benzodiazepine in 40 ml of anhydrous dichloromethane 1.0 ml (8.4 mmoles) of borotrifluoride etherate is added under cooling with tap water, and 0.45 g (6.16 mmoles) of borane trimethylamine complex is added to it. The reaction mixture is stirred at 25° C. for 0.5 hour, and then 30 ml of 10% aqueous sodium carbonate solution are dropped to it under cooling with tap water, and the mixture is stirred fur... Starting materials: FC=1C=C(C=C(C1)F)NC(=O)C1=NC=CC=C1 (N-(3,5-Difluorophenyl)-2-pyridinecarboxamide), COC=1C=CC(=CC1)P2(=S)SP(=S)(S2)C=3C=CC(=CC3)OC (Lawesson's reagent). Run in C1(=CC=CC=C1)C (toluene). Yields the product FC=1C=C(C=C(C1)F)NC(=S)C1=NC=CC=C1 (N-(3,5-difluorophenyl)-2-pyridinecarbothioamide). Yield: 92.3%. As a reaction SMILES: [F:1][C:2]1[CH:3]=[C:4]([NH:9][C:10]([C:12]2[CH:17]=[CH:16][CH:15]=[CH:14][N:13]=2)=O)[CH:5]=[C:6]([F:8])[CH:7]=1.COC1C=CC(P2(SP(C3C=CC(OC)=CC=3)(=S)S2)=[S:27])=CC=1>C1(C)C=CC=CC=1>[F:1][C:2]1[CH:3]=[C:4]([NH:9][C:10]([C:12]2[CH:17]=[CH:16][CH:15]=[CH:14][N:13]=2)=[S:27])[CH:5]=[C:6]([F:8])[CH:7]=1. Procedure details: N-(3,5-Difluorophenyl)-2-pyridinecarboxamide (7.00 g, 29.9 mmol) was treated with Lawesson's reagent (6.28 g, 15.5 mmol) in toluene (90 mL) at reflux temperature for 4 hours. The solvent was removed, and the residue was dissolved in dichloromethane, preadsorbed onto silica gel, and flash chromatographed (300 g of silica gel eluted with 10% ethyl acetate in petroleum ether). Recrystallization from a mixture of ethyl acetate and hexane afforded N-(3,5-difluorophenyl)-2-pyridinecarbothioamide (3.58... Starting materials: Cl.NC(C(=O)O)CC1=CC(NC2=CC=C(C=C12)OC)=O (2-amino-3-(6-methoxy-2-quinolon-4-yl)propionic acid hydrochloride), Br (hydrobromic acid). Product: Cl.NC(C(=O)O)CC1=CC(NC2=CC=C(C=C12)O)=O (2-amino-3-(6-hydroxy-2-quinolon-4-yl)propionic acid hydrochloride). Isolated yield 57.7%. As a reaction SMILES: [ClH:1].[NH2:2][CH:3]([CH2:7][C:8]1[C:17]2[C:12](=[CH:13][CH:14]=[C:15]([O:18]C)[CH:16]=2)[NH:11][C:10](=[O:20])[CH:9]=1)[C:4]([OH:6])=[O:5].Br>>[ClH:1].[NH2:2][CH:3]([CH2:7][C:8]1[C:17]2[C:12](=[CH:13][CH:14]=[C:15]([OH:18])[CH:16]=2)[NH:11][C:10](=[O:20])[CH:9]=1)[C:4]([OH:6])=[O:5] |f:0.1,3.4|. Procedure: To 4 g of 2-amino-3-(6-methoxy-2-quinolon-4-yl)propionic acid hydrochloride was added 50 ml of 48%-hydrobromic acid and the mixture was refluxed for 4 hours. After cooling of the reaction mixture, the crystals precipitated were collected by filtration and were dissolved in an aqueous solution of sodium hydroxide. Then the solution was acidified with hydrochloric acid and the crystals precipitate were collected by filtration. Recrystallized from dimethylformamide-water to obtain 2.2 g of 2-amino-...